This data is from the Open Reaction Database (ORD), a public repository of structured organic reaction records. The task is: describe an organic reaction: reactants, conditions, products, and yield Reactants: ClC1=C(C=C(C#N)C=C1[N+](=O)[O-])N1C(CN(CC1)C)=O (4-chloro-3-(4-methyl-2-oxopiperazin-1-yl)-5-nitrobenzonitrile), [Cl-].[NH4+] (ammonium chloride), CCOC(=O)C (EtOAc), C([O-])(O)=O.[Na+] (sodium bicarbonate). The reagents and catalysts are [Zn] (zinc). The solvent is CO (MeOH). Reaction conditions: time 12 hour. Product: NC=1C=C(C#N)C=C(C1Cl)N1C(CN(CC1)C)=O (3-amino-4-chloro-5-(4-methyl-2-oxopiperazin-1-yl)benzonitrile). Isolated yield 77.8%. RXN SMILES: [Cl:1][C:2]1[C:9]([N+:10]([O-])=O)=[CH:8][C:5]([C:6]#[N:7])=[CH:4][C:3]=1[N:13]1[CH2:18][CH2:17][N:16]([CH3:19])[CH2:15][C:14]1=[O:20].[Cl-].[NH4+].C(=O)(O)[O-].[Na+].CCOC(C)=O>CO.[Zn]>[NH2:10][C:9]1[CH:8]=[C:5]([CH:4]=[C:3]([N:13]2[CH2:18][CH2:17][N:16]([CH3:19])[CH2:15][C:14]2=[O:20])[C:2]=1[Cl:1])[C:6]#[N:7] |f:1.2,3.4|. Reported procedure: To a solution of 4-chloro-3-(4-methyl-2-oxopiperazin-1-yl)-5-nitrobenzonitrile (40 mg, 0.136 mmol) in MeOH (4 mL) was added ammonium chloride (218 mg, 4.07 mmol) and zinc (133 mg, 2.036 mmol) (in two portions, after the first portion, reaction was not complete). After stirring at room temperature for 12 h. LC-MS indicated completion. Then 5 mL of saturated aqueous sodium bicarbonate solution was added followed by 10 mL of EtOAc. The mixture was filtered through a pad of Celite and the filter cak... Reactants: ClC=1C=C(CN2C(C3=C(C(N(C(=C3CC2)C(=O)OC)C)=O)O)=O)C=CC1F (methyl 6-(3-chloro-4-fluorobenzyl)-4-hydroxy-2-methyl-3,5-dioxo-2,3,5,6,7,8-hexahydro-2,6-naphthyridine-1-carboxylate), C([O-])([O-])=O.[Cs+].[Cs+] (cesium carbonate), IC (iodomethane). The solvent is CN(C)C=O (DMF). Conditions: time 8 hour. Yields the product ClC=1C=C(CN2C(C3=C(C(N(C(=C3CC2)C(=O)OC)C)=O)OC)=O)C=CC1F (Methyl 6-(3-chloro-4-fluorobenzyl)-4-methoxy-2-methyl-3,5-dioxo-2,3,5,6,7,8-hexahydro-2,6-naphthyridine-1-carboxylate). RXN SMILES: [Cl:1][C:2]1[CH:3]=[C:4]([CH:24]=[CH:25][C:26]=1[F:27])[CH2:5][N:6]1[CH2:15][CH2:14][C:13]2[C:8](=[C:9]([OH:22])[C:10](=[O:21])[N:11]([CH3:20])[C:12]=2[C:16]([O:18][CH3:19])=[O:17])[C:7]1=[O:23].[C:28](=O)([O-])[O-].[Cs+].[Cs+].IC>CN(C=O)C>[Cl:1][C:2]1[CH:3]=[C:4]([CH:24]=[CH:25][C:26]=1[F:27])[CH2:5][N:6]1[CH2:15][CH2:14][C:13]2[C:8](=[C:9]([O:22][CH3:28])[C:10](=[O:21])[N:11]([CH3:20])[C:12]=2[C:16]([O:18][CH3:19])=[O:17])[C:7]1=[O:23] |f:1.2.3|. Procedure: To a solution of methyl 6-(3-chloro-4-fluorobenzyl)-4-hydroxy-2-methyl-3,5-dioxo-2,3,5,6,7,8-hexahydro-2,6-naphthyridine-1-carboxylate (7.25 g, 18 mmol) in anhydrous DMF (75 mL) was added cesium carbonate (5.98 g, 18 mmol) and iodomethane (2.86 mL, 46 mmol). The reaction was stirred at room temperature overnight, and LCMS showed 70% completion. The reaction was heated to 50° C. for 7 hours and then allowed to stir at room temperature again overnight. LCMS indicated completion. The reaction was c... Starting materials: COCCO (2-methoxyethanol), C(C1=CC=CC=C1)N(C1=C(C(=CC=C1)[N+](=O)[O-])C)CC1=CC=C(OC=2C=C(C=CC2)O)C=C1 (3-(4-{[benzyl(2-methyl-3-nitrophenyl)amino]methyl}phenoxy)phenol), di-t-butylazodicarboxylate, polystyrene, C1(=CC=CC=C1)P(C1=CC=CC=C1)C1=CC=CC=C1 (triphenylphosphine). Run in C(C)(=O)OCC (ethyl acetate), C1CCOC1 (THF). Run at time 8 hour. Yields the product C(C1=CC=CC=C1)N(C1=C(C(=CC=C1)[N+](=O)[O-])C)CC1=CC=C(C=C1)OC1=CC(=CC=C1)OCCOC (N-benzyl-N-{4-[3-(2-methoxyethoxy)phenoxy]benzyl}-N-(2-methyl-3-nitrophenyl)amine). RXN SMILES: [CH2:1]([N:8]([CH2:19][C:20]1[CH:33]=[CH:32][C:23]([O:24][C:25]2[CH:26]=[C:27]([OH:31])[CH:28]=[CH:29][CH:30]=2)=[CH:22][CH:21]=1)[C:9]1[CH:14]=[CH:13][CH:12]=[C:11]([N+:15]([O-:17])=[O:16])[C:10]=1[CH3:18])[C:2]1[CH:7]=[CH:6][CH:5]=[CH:4][CH:3]=1.C1(P(C2C=CC=CC=2)C2C=CC=CC=2)C=CC=CC=1.[CH3:53][O:54][CH2:55][CH2:56]O>C1COCC1.C(OCC)(=O)C>[CH2:1]([N:8]([CH2:19][C:20]1[CH:33]=[CH:32][C:23]([O:24][C:25]2[CH:30]=[CH:29][CH:28]=[C:27]([O:31][CH2:56][CH2:55][O:54][CH3:53])[CH:26]=2)=[CH:22][CH:21]=1)[C:9]1[CH:14]=[CH:13][CH:12]=[C:11]([N+:15]([O-:17])=[O:16])[C:10]=1[CH3:18])[C:2]1[CH:3]=[CH:4][CH:5]=[CH:6][CH:7]=1. Procedure details: The product from Example 61F (0.100 g, 0.227 mmoles), polystyrene supported triphenylphosphine (0.151 g, 0.454 mmoles, 3 mmoles P/g resin), and di-t-butylazodicarboxylate (0.079 g, 0.341 mmoles) in THF (2 mL) were treated with 2-methoxyethanol (0.022 g, 0.284 mmoles). The reaction mixture was shaken overnight at room temperature. The mixture was diluted with ethyl acetate, washed with H2O, brine, dried (Na2SO4), filtered, and the filtrate concentrated under reduced pressure to provide the title ...